Dataset: the Open Reaction Database (ORD), a public repository of structured organic reaction records. Task: describe an organic reaction: reactants, conditions, products, and yield Reactants: C(C1=CC=CC=C1)(C1=CC=CC=C1)C1=CNC2=CC(=CC=C12)Cl (3-benzhydryl-6-chloro-1H-indole), solution, C(CCC)[Li] (n-butyllithium), C(=C)S(=O)(=O)C1=CC=C(C=C1)CCC(=O)OC (methyl 3-[4-(vinylsulfonyl)phenyl]propanoate). Run in C1CCOC1 (THF). Run at time 0.5 hour. Yields the product C(C1=CC=CC=C1)(C1=CC=CC=C1)C1=CN(C2=CC(=CC=C12)Cl)CCS(=O)(=O)C1=CC=C(C=C1)CCC(=O)O (3(4-{[2-(3-benzhydryl-6-chloro-1H-indol-1-yl)ethyl]sulfonyl}phenyl)propanoic acid). Yield: 84.0%. Reaction SMILES: [CH:1]([C:14]1[C:22]2[C:17](=[CH:18][C:19]([Cl:23])=[CH:20][CH:21]=2)[NH:16][CH:15]=1)([C:8]1[CH:13]=[CH:12][CH:11]=[CH:10][CH:9]=1)[C:2]1[CH:7]=[CH:6][CH:5]=[CH:4][CH:3]=1.C([Li])CCC.[CH:29]([S:31]([C:34]1[CH:39]=[CH:38][C:37]([CH2:40][CH2:41][C:42]([O:44]C)=[O:43])=[CH:36][CH:35]=1)(=[O:33])=[O:32])=[CH2:30]>C1COCC1>[CH:1]([C:14]1[C:22]2[C:17](=[CH:18][C:19]([Cl:23])=[CH:20][CH:21]=2)[N:16]([CH2:30][CH2:29][S:31]([C:34]2[CH:39]=[CH:38][C:37]([CH2:40][CH2:41][C:42]([OH:44])=[O:43])=[CH:36][CH:35]=2)(=[O:32])=[O:33])[CH:15]=1)([C:2]1[CH:3]=[CH:4][CH:5]=[CH:6][CH:7]=1)[C:8]1[CH:13]=[CH:12][CH:11]=[CH:10][CH:9]=1. Procedure details: To a solution of 3-benzhydryl-6-chloro-1H-indole (1.0 eq) in THF (0.1 M), at −78° C., was added a 2.5 M solution of n-butyllithium (1.0 eq). After 0.5 h, the solution was warmed to room temperature and then treated with methyl 3-[4-(vinylsulfonyl)phenyl]propanoate (1.2 eq). The mixture was stirred for 3 h, quenched with saturated ammonium chloride solution, and extracted with ethyl acetate. The organic solution was washed with saturated sodium bicarbonate solution and brine, dried over anhydrous... Starting materials: C(C)N(C1=NC=CC(=CC1)C1=CC=CC=C1)CC (diethyl-(5-phenyl-3H-azepin-2-yl)-amine), O (water). Solvent: COCCO (2-methoxy-ethanol). Yields the product C1(=CC=CC=C1)C1=CCC(NC=C1)=O (5-Phenyl-1,3-dihydro-azepin-2-one). As a reaction SMILES: C(N(CC)[C:4]1[CH2:10][CH:9]=[C:8]([C:11]2[CH:16]=[CH:15][CH:14]=[CH:13][CH:12]=2)[CH:7]=[CH:6][N:5]=1)C.[OH2:19]>COCCO>[C:11]1([C:8]2[CH:7]=[CH:6][NH:5][C:4](=[O:19])[CH2:10][CH:9]=2)[CH:16]=[CH:15][CH:14]=[CH:13][CH:12]=1. Procedure details: The crude diethyl-(5-phenyl-3H-azepin-2-yl)-amine (12.47 g) is added to water (10.0 mL) and 2-methoxy-ethanol (40.0 mL) and the resulting mixture heated to reflux and stirred 4½ days. The volatiles are removed in vacuo and the residue diluted with dichloromethane and washed with 0.1N HCl (2×200 mL) and saturated aqueous NaHCO3 (2×200 mL). The organic layer is dried over Na2SO4 and concentrated in vacuo to give the crude title compound as a dark brown solid (9.63 g). This material is carried into... Starting materials: C[Si](C)(C)C#C (trimethylsilyl acetylene), BrC1=CC2=C(C(C3=C1C=CC=C3)=C)C=CC=C2 (10-bromo-5-methylene-5H-dibenzo[a,d]cycloheptene), dichlorobis(triphenylphosphine) palladium(II), C1(=CC=CC=C1)P(C1=CC=CC=C1)C1=CC=CC=C1 (triphenyl-phosphine). Reagents/catalysts: O.C(C)(=O)[O-].[Cu+2].C(C)(=O)[O-] (copper(II) acetate hydrate). Solvent: C(C)(C)NC(C)C (diisopropyl amine), CCCCCC (hexane). Yields the product C[Si](C#CC1=CC2=C(C(C3=C1C=CC=C3)=C)C=CC=C2)(C)C (trimethyl[2-(5-methylene-5H-dibenzo[a,d]cyclohepten-10-yl)ethynyl)silane). The yield is 47.9%. As a reaction SMILES: Br[C:2]1[C:8]2[CH:9]=[CH:10][CH:11]=[CH:12][C:7]=2[C:6](=[CH2:13])[C:5]2[CH:14]=[CH:15][CH:16]=[CH:17][C:4]=2[CH:3]=1.C1(P(C2C=CC=CC=2)C2C=CC=CC=2)C=CC=CC=1.[CH3:37][Si:38]([C:41]#[CH:42])([CH3:40])[CH3:39]>C(NC(C)C)(C)C.CCCCCC.O.C([O-])(=O)C.[Cu+2].C([O-])(=O)C>[CH3:37][Si:38]([CH3:40])([CH3:39])[C:41]#[C:42][C:2]1[C:8]2[CH:9]=[CH:10][CH:11]=[CH:12][C:7]=2[C:6](=[CH2:13])[C:5]2[CH:14]=[CH:15][CH:16]=[CH:17][C:4]=2[CH:3]=1 |f:5.6.7.8|. Procedure details: To a stirred mixture of 4 (5.66 g, 20 mmol), dichlorobis(triphenylphosphine) palladium(II) (0.7 g, 1 mmol), copper(II) acetate hydrate (0.18 g, 1 mmol) and triphenyl-phosphine (0.52 g, 2 mmol) in 40 mL of diisopropyl amine was added trimethylsilyl acetylene (2.16 g, 22 mmol) and heated to reflux. On refluxing for an hour the mixture turns dark and solidifies. The reaction mixture was diluted with 50 mL of hexane and filtered. The filtrate was concentrated under reduced pressure and the residue w... Reactants: CCOCC1Cc2ccccc2CN1Cc1c(CC)nn(-c2c(C)cc(Br)cc2C)c1CC, [Li]CCCC, CC(C)=O, C1CCOC1. The product is CCOCC1Cc2ccccc2CN1Cc1c(CC)nn(-c2c(C)cc(C(C)(C)O)cc2C)c1CC. Reaction SMILES: [Br:6][c:7]1[cH:8][c:9]([CH3:38])[c:10](-[n:14]2[n:15][c:16]([CH2:36][CH3:37])[c:17]([CH2:21][N:22]3[CH2:23][c:24]4[cH:25][cH:26][cH:27][cH:28][c:29]4[CH2:30][CH:31]3[CH2:32][O:33][CH2:34][CH3:35])[c:18]2[CH2:19][CH3:20])[c:11]([CH3:13])[cH:12]1.[CH2:1]([Li:2])[CH2:3][CH2:4][CH3:5].[CH3:39][C:40]([CH3:41])=[O:42].[O:43]1[CH2:44][CH2:45][CH2:46][CH2:47]1>>[c:7]1([C:40]([CH3:39])([CH3:41])[OH:42])[cH:8][c:9]([CH3:38])[c:10](-[n:14]2[n:15][c:16]([CH2:36][CH3:37])[c:17]([CH2:21][N:22]3[CH2:23][c:24]4[cH:25][cH:26][cH:27][cH:28][c:29]4[CH2:30][CH:31]3[CH2:32][O:33][CH2:34][CH3:35])[c:18]2[CH2:19][CH3:20])[c:11]([CH3:13])[cH:12]1. Starting materials: COc1ccc(Cl)cc1NC(=O)Nc1cccc(C(=O)O)c1, CO, O, O=S(=O)(O)O. Yields the product COC(=O)c1cccc(NC(=O)Nc2cc(Cl)ccc2OC)c1. RXN SMILES: [C:1](=[O:2])([OH:3])[c:4]1[cH:5][c:6]([NH:10][C:11](=[O:12])[NH:13][c:14]2[c:15]([O:21][CH3:22])[cH:16][cH:17][c:18]([Cl:20])[cH:19]2)[cH:7][cH:8][cH:9]1.[CH3:29][OH:30].[OH2:28].[S:23](=[O:24])(=[O:25])([OH:26])[OH:27]>>[C:1]([O:2][CH3:29])(=[O:3])[c:4]1[cH:5][c:6]([NH:10][C:11](=[O:12])[NH:13][c:14]2[c:15]([O:21][CH3:22])[cH:16][cH:17][c:18]([Cl:20])[cH:19]2)[cH:7][cH:8][cH:9]1. The reactants are CC(C(C(C(=O)OCC)NC(C1=CC=C(C=C1)C)=O)=O)C (ethyl 4-methyl-2-(4-methylbenzoylamino)-3-oxopentanoate). Solvent: P(=O)(Cl)(Cl)Cl (phosphorus oxychloride). The product is C(C)(C)C1=C(N=C(O1)C1=CC=C(C=C1)C)C(=O)OCC (Ethyl 5-isopropyl-2-p-tolyloxazole-4-carboxylate). Reaction SMILES: [CH3:1][CH:2]([CH3:21])[C:3](=[O:20])[CH:4]([NH:10][C:11](=O)[C:12]1[CH:17]=[CH:16][C:15]([CH3:18])=[CH:14][CH:13]=1)[C:5]([O:7][CH2:8][CH3:9])=[O:6]>P(Cl)(Cl)(Cl)=O>[CH:2]([C:3]1[O:20][C:11]([C:12]2[CH:17]=[CH:16][C:15]([CH3:18])=[CH:14][CH:13]=2)=[N:10][C:4]=1[C:5]([O:7][CH2:8][CH3:9])=[O:6])([CH3:21])[CH3:1]. Procedure: 13 g of ethyl 4-methyl-2-(4-methylbenzoylamino)-3-oxopentanoate in 80 ml of phosphorus oxychloride are heated to the boil under reflux for 2 h. The phosphorus oxychloride is removed under reduced pressure and the resulting residue is dissolved in 200 ml of dichloromethane, washed three times with saturated NaHCO3 solution and dried over MgSO4, and the solvent is then removed under reduced pressure. This gives 11 g of ethyl 5-isopropyl-2-p-tolyloxazole-4-carboxylate as a brownish solid. C16H19NO3... Starting materials: CO, COC(=O)C1CCc2ccc(OC)cc2C1, [Na+], [OH-]. Product: COc1ccc2c(c1)CC(C(=O)O)CC2. RXN SMILES: [CH3:19][OH:20].[CH3:1][O:2][c:3]1[cH:4][cH:5][c:6]2[c:11]([cH:12]1)[CH2:10][CH:9]([C:13](=[O:14])[O:15][CH3:16])[CH2:8][CH2:7]2.[Na+:18].[OH-:17]>>[CH3:1][O:2][c:3]1[cH:4][cH:5][c:6]2[c:11]([cH:12]1)[CH2:10][CH:9]([C:13](=[O:14])[OH:15])[CH2:8][CH2:7]2. Reactants: CCCC[Sn](CCCC)(CCCC)c1cncs1, CS(=O)(=O)N1CCN(Cc2cc3nc(Cl)nc(N4CCOCC4)c3s2)CC1, c1ccc(P(c2ccccc2)(c2ccccc2)[Pd](P(c2ccccc2)(c2ccccc2)c2ccccc2)(P(c2ccccc2)(c2ccccc2)c2ccccc2)P(c2ccccc2)(c2ccccc2)c2ccccc2)cc1. Yields the product CS(=O)(=O)N1CCN(Cc2cc3nc(-c4cncs4)nc(N4CCOCC4)c3s2)CC1. Reaction SMILES: [CH2:28]([Sn:29]([CH2:30][CH2:31][CH2:32][CH3:38])([c:33]1[cH:34][n:35][cH:36][s:37]1)[CH2:39][CH2:40][CH2:41][CH3:42])[CH2:43][CH2:44][CH3:45].[Cl:1][c:2]1[n:3][c:4]([N:22]2[CH2:23][CH2:24][O:25][CH2:26][CH2:27]2)[c:5]2[c:6]([n:7]1)[cH:8][c:9]([CH2:11][N:12]1[CH2:13][CH2:14][N:15]([S:18](=[O:19])(=[O:20])[CH3:21])[CH2:16][CH2:17]1)[s:10]2.[cH:46]1[cH:47][cH:48][c:49]([P:50]([Pd:51]([P:52]([c:53]2[cH:54][cH:55][cH:56][cH:57][cH:58]2)([c:59]2[cH:60][cH:61][cH:62][cH:63][cH:64]2)[c:65]2[cH:66][cH:67][cH:68][cH:69][cH:70]2)([P:71]([c:72]2[cH:73][cH:74][cH:75][cH:76][cH:77]2)([c:78]2[cH:79][cH:80][cH:81][cH:82][cH:83]2)[c:84]2[cH:85][cH:86][cH:87][cH:88][cH:89]2)[P:90]([c:91]2[cH:92][cH:93][cH:94][cH:95][cH:96]2)([c:97]2[cH:98][cH:99][cH:100][cH:101][cH:102]2)[c:103]2[cH:104][cH:105][cH:106][cH:107][cH:108]2)([c:109]2[cH:110][cH:111][cH:112][cH:113][cH:114]2)[c:115]2[cH:116][cH:117][cH:118][cH:119][cH:120]2)[cH:121][cH:122]1>>[c:2]1(-[c:33]2[cH:34][n:35][cH:36][s:37]2)[n:3][c:4]([N:22]2[CH2:23][CH2:24][O:25][CH2:26][CH2:27]2)[c:5]2[c:6]([n:7]1)[cH:8][c:9]([CH2:11][N:12]1[CH2:13][CH2:14][N:15]([S:18](=[O:19])(=[O:20])[CH3:21])[CH2:16][CH2:17]1)[s:10]2.